Dataset: the Open Reaction Database (ORD), a public repository of structured organic reaction records. Task: describe an organic reaction: reactants, conditions, products, and yield Starting materials: Cl, N#CO[K], Nc1nnn[nH]1, O, O. Yields the product NC(=O)Nc1nnn[nH]1. RXN SMILES: [ClH:8].[K:9][O:10][C:11]#[N:12].[NH2:2][c:3]1[n:4][n:5][n:6][nH:7]1.[OH2:13].[OH2:1]>>[NH:2]([c:3]1[nH:4][n:5][n:6][n:7]1)[C:11](=[O:10])[NH2:12].